Dataset: the Open Reaction Database (ORD), a public repository of structured organic reaction records. Task: describe an organic reaction: reactants, conditions, products, and yield Starting materials: solution, CC(C)C[AlH]CC(C)C (DIBAL-H), ClC1=CC=C(C=C1)NC1=NC=C(C=N1)C(=O)OCC (ethyl 2-(4-chlorophenylamino)pyrimidine-5-carboxylate). The solvent is C1(=CC=CC=C1)C (toluene), C1CCOC1 (THF), C1CCOC1 (THF). Conditions: time 1.5 hour. Product: ClC1=CC=C(C=C1)NC1=NC=C(C=N1)CO ((2-(4-chlorophenylamino)pyrimidin-5-yl)methanol). The yield is 71.3%. As a reaction SMILES: [Cl:1][C:2]1[CH:7]=[CH:6][C:5]([NH:8][C:9]2[N:14]=[CH:13][C:12]([C:15](OCC)=[O:16])=[CH:11][N:10]=2)=[CH:4][CH:3]=1.CC(C[AlH]CC(C)C)C>C1COCC1.C1(C)C=CC=CC=1>[Cl:1][C:2]1[CH:3]=[CH:4][C:5]([NH:8][C:9]2[N:10]=[CH:11][C:12]([CH2:15][OH:16])=[CH:13][N:14]=2)=[CH:6][CH:7]=1. Procedure: A solution of ethyl 2-(4-chlorophenylamino)pyrimidine-5-carboxylate (0.43 g, 1.548 mmol) in THF (10 mL) was cooled at −78° C. and 1M solution of DIBAL-H (4.65 ml, 4.65 mmol) in toluene was added. The mixture was stirred for 1.5 h while warming to room temperature. The reaction mixture was diluted with THF (20 mL) and quenched with Na2SO4.10H2O followed by a few drops of water. The mixture was stirred at room temperature for 18 h, then filtered through a pad of Celite topped with silica gel. The ... Reactants: NC1=NC=NC2=CC=CC=C12 (4-aminoquinazoline), C(C)OC=C(C(=O)OCC)C(=O)OCC (diethyl ethoxymethylenepropanedioate), O (water). Run in CN(C=O)C (N,N-dimethylformamide). Conditions: temperature 160 celsius, time 20 minute. Product: N1=CN=C(C2=CC=CC=C12)NC=C(C(=O)OCC)C(=O)OCC (diethyl [(4-quinazolinylamino)methylene]propanedioate). Isolated yield 90.1%. As a reaction SMILES: [NH2:1][C:2]1[C:11]2[C:6](=[CH:7][CH:8]=[CH:9][CH:10]=2)[N:5]=[CH:4][N:3]=1.C(O[CH:15]=[C:16]([C:22]([O:24][CH2:25][CH3:26])=[O:23])[C:17]([O:19][CH2:20][CH3:21])=[O:18])C.O>CN(C)C=O>[N:5]1[C:6]2[C:11](=[CH:10][CH:9]=[CH:8][CH:7]=2)[C:2]([NH:1][CH:15]=[C:16]([C:17]([O:19][CH2:20][CH3:21])=[O:18])[C:22]([O:24][CH2:25][CH3:26])=[O:23])=[N:3][CH:4]=1. Procedure: A mixture of 4-aminoquinazoline (11.6 g) and diethyl ethoxymethylenepropanedioate (19.0 g) in N,N-dimethylformamide (40 ml) was stirred for 1 hour and 20 minutes at 160° C. and then cooled to 0° C. to precipirate crystals. To the mixture was added small volume of water with stirring. The crystals were separated by filtration, washed with water, dried overnight under reduced pressure and dissolved in ethyl acetate. The resultant solution was dried over anhydrous magnesium sulfate and recrystalliz... The reactants are NC1=NC=NC=C1N (4,5-diaminopyrimidine), COC=1C=C(C(=O)O)C=CC1NS(=O)(=O)C (3-methoxy-4-methanesulfonylamino-benzoic acid). The product is COC=1C=C(C=CC1NS(=O)(=O)C)C1=NC2=NC=NC=C2N1 (8-(3'-Methoxy-4'-methanesulfonylamino-phenyl)-purine). As a reaction SMILES: [NH2:1][C:2]1[C:7]([NH2:8])=[CH:6][N:5]=[CH:4][N:3]=1.[CH3:9][O:10][C:11]1[CH:12]=[C:13]([CH:17]=[CH:18][C:19]=1[NH:20][S:21]([CH3:24])(=[O:23])=[O:22])[C:14](O)=O>>[CH3:9][O:10][C:11]1[CH:12]=[C:13]([C:14]2[NH:8][C:7]3[C:2](=[N:3][CH:4]=[N:5][CH:6]=3)[N:1]=2)[CH:17]=[CH:18][C:19]=1[NH:20][S:21]([CH3:24])(=[O:23])=[O:22]. Procedure: Prepared analogously to Example 14 from 4,5-diaminopyrimidine and 3-methoxy-4-methanesulfonylamino-benzoic acid.